From a dataset of the Open Reaction Database (ORD), a public repository of structured organic reaction records. describe an organic reaction: reactants, conditions, products, and yield Starting materials: NC1=NC2=C(C=3C=C(C=NC13)CCC1=CC=C(C=C1)OC)C=CC(=C2)C(=O)OC (methyl 5-amino-2-(4-methoxyphenethyl)benzo[f][1,7]naphthyridine-8-carboxylate). Run in C1CCOC1 (THF). The product is NC1=NC2=C(C=3C=C(C=NC13)CCC1=CC=C(C=C1)OC)C=CC(=C2)CO ((5-amino-2-(4-methoxyphenethyl)benzo[f][1,7]naphthyridin-8-yl)methanol), solid. The yield is 31.0%. RXN SMILES: [NH2:1][C:2]1[C:11]2[N:10]=[CH:9][C:8]([CH2:12][CH2:13][C:14]3[CH:19]=[CH:18][C:17]([O:20][CH3:21])=[CH:16][CH:15]=3)=[CH:7][C:6]=2[C:5]2[CH:22]=[CH:23][C:24]([C:26](OC)=[O:27])=[CH:25][C:4]=2[N:3]=1>C1COCC1>[NH2:1][C:2]1[C:11]2[N:10]=[CH:9][C:8]([CH2:12][CH2:13][C:14]3[CH:15]=[CH:16][C:17]([O:20][CH3:21])=[CH:18][CH:19]=3)=[CH:7][C:6]=2[C:5]2[CH:22]=[CH:23][C:24]([CH2:26][OH:27])=[CH:25][C:4]=2[N:3]=1. Reported procedure: To a solution of methyl 5-amino-2-(4-methoxyphenethyl)benzo[f][1,7]naphthyridine-8-carboxylate (from the previous step) (1.0 eq.) in THF (0.03M) was added Super-H (10 eq.) at 0° C. The solution was allowed to warm to ambient temperature over 30 minutes. The reaction was quenched by water until no bubbling. The layers were separated and aqueous layer was extracted with EtOAc. The combined organic layer was washed with brine, dried over MgSO4 and concentrated en vacuo to obtain a crude residue. Th... Reactants: -NCH3, Cl (HCl), NC(CO)(COC)COC (2-amino-2,2-bis-(methoxymethyl)ethanol), C(C1=CC=CC=C1)=O (benzaldehyde), [BH3-]C#N.[Na+] (NaBH3CN). The solvent is O (H2O), CO (CH3OH). Conditions: time 15 minute. Yields the product C(C1=CC=CC=C1)NC(CO)(COC)COC (2-benzylamino-2,2-bis-(methoxymethyl)ethanol). Isolated yield 69.5%. As a reaction SMILES: [NH2:1][C:2]([CH2:8][O:9][CH3:10])([CH2:5][O:6][CH3:7])[CH2:3][OH:4].[CH:11](=O)[C:12]1[CH:17]=[CH:16][CH:15]=[CH:14][CH:13]=1.[BH3-]C#N.[Na+].Cl>O.CO>[CH2:11]([NH:1][C:2]([CH2:8][O:9][CH3:10])([CH2:5][O:6][CH3:7])[CH2:3][OH:4])[C:12]1[CH:17]=[CH:16][CH:15]=[CH:14][CH:13]=1 |f:2.3|. Procedure details: A mixture of crude 4-aza-3,3-bis-(methoxymethyl)-1-oxaspiro[4.5]decane (66A, 40.0 g, 0.174 mol) and 6N HCl (100 mL) was refluxed for 1 h. The mixture was cooled and washed with Et2O (3×100 mL). The volume of the aqueous layer was reduced to 25 mL by rotary evaporation, basified with excess 50% NaOH solution and extracted with a mixture of Et2O/CH2Cl2 (3:1, 2×200 mL). The organic layers were combined, the solvent removed and the resulting crude oil distilled to give 16.4 g (63.2%) of 2-amino-2,2-... Reactants: FC(C(O)C1=CC=C(C=C1)S)(F)F (2,2,2-Trifluoro-1-(4-mercapto-phenyl)-ethanol), CSS(=O)(=O)C (Methanethiosulfonic acid S-methyl ester). Run in C1CCOC1 (THF), CCO (EtOH), NaCO3 H2O, solution. Run at time 10 minute. The product is FC(C(O)C1=CC=C(C=C1)SSC)(F)F (Trifluoro-1-(4-methyldisulfanyl-phenyl)-ethanol). Isolated yield 82.2%. RXN SMILES: [CH3:1][S:2][S:3]([CH3:6])(=O)=O.[F:7][C:8]([F:19])([F:18])[CH:9]([C:11]1[CH:16]=[CH:15]C(S)=[CH:13][CH:12]=1)[OH:10]>CCO.C1COCC1>[F:7][C:8]([F:18])([F:19])[CH:9]([C:11]1[CH:16]=[CH:15][C:1]([S:2][S:3][CH3:6])=[CH:13][CH:12]=1)[OH:10]. Procedure: Methanethiosulfonic acid S-methyl ester (0.02 ml, 0.22 mmol) was dissolved in an EtOH (0.46 mL) and saturated NaCO3/H2O (pH 8) solution (0.8 mL) under argon at 0° C. A solution of 2,2,2-trifluoro-1-(4-mercapto-phenyl)-ethanol (5) (22 mg, 0.11 mmol) dissolved in THF (1.5 mL) under argon was added dropwise. After 10 minutes, the reaction temperature was raised to room temperature. After 36 hours, the reaction was extracted with ethyl acetate (3×30 mL) and H2O (30 mL). The combined organic phases w... Starting materials: CC(C)(C)P(c1ccccc1-c1ccccc1)C(C)(C)C, CC(C)(C)OC(=O)N1CCN2C(=O)c3c(cc(Br)cc3C(F)(F)F)C2C1, N=C(c1ccccc1)c1ccccc1, CC(C)(C)[O-], CC(=O)[O-], Cc1ccccc1, Cl, NO, [Na+], [Na+], O=C(C=Cc1ccccc1)C=Cc1ccccc1, O=C(C=Cc1ccccc1)C=Cc1ccccc1, O=C(C=Cc1ccccc1)C=Cc1ccccc1, [Pd], [Pd]. Yields the product CC(C)(C)OC(=O)N1CCN2C(=O)c3c(cc(N)cc3C(F)(F)F)C2C1. Reaction SMILES: [C:1]([P:2]([C:3]([CH3:4])([CH3:5])[CH3:6])[c:7]1[cH:8][cH:9][cH:10][cH:11][c:12]1-[c:13]1[cH:14][cH:15][cH:16][cH:17][cH:18]1)([CH3:19])([CH3:20])[CH3:21].[C:22]([CH3:23])([CH3:24])([CH3:25])[O:26][C:27](=[O:28])[N:29]1[CH2:30][CH:31]2[N:32]([C:33](=[O:45])[c:34]3[c:35]([C:41]([F:42])([F:43])[F:44])[cH:36][c:37]([Br:40])[cH:38][c:39]32)[CH2:46][CH2:47]1.[C:48]([c:49]1[cH:50][cH:51][cH:52][cH:53][cH:54]1)([c:55]1[cH:56][cH:57][cH:58][cH:59][cH:60]1)=[NH:61].[CH3:62][C:63]([CH3:64])([O-:65])[CH3:66].[CH3:69][C:70](=[O:71])[O-:72].[CH3:76][c:77]1[cH:78][cH:79][cH:80][cH:81][cH:82]1.[ClH:73].[NH2:74][OH:75].[Na+:67].[Na+:68].[O:103]=[C:104]([CH:105]=[CH:106][c:107]1[cH:108][cH:109][cH:110][cH:111][cH:112]1)[CH:113]=[CH:114][c:115]1[cH:116][cH:117][cH:118][cH:119][cH:120]1.[O:121]=[C:122]([CH:123]=[CH:124][c:125]1[cH:126][cH:127][cH:128][cH:129][cH:130]1)[CH:131]=[CH:132][c:133]1[cH:134][cH:135][cH:136][cH:137][cH:138]1.[O:85]=[C:86]([CH:87]=[CH:88][c:89]1[cH:90][cH:91][cH:92][cH:93][cH:94]1)[CH:95]=[CH:96][c:97]1[cH:98][cH:99][cH:100][cH:101][cH:102]1.[Pd:83].[Pd:84]>>[C:22]([CH3:23])([CH3:24])([CH3:25])[O:26][C:27](=[O:28])[N:29]1[CH2:30][CH:31]2[N:32]([C:33](=[O:45])[c:34]3[c:35]([C:41]([F:42])([F:43])[F:44])[cH:36][c:37]([NH2:61])[cH:38][c:39]32)[CH2:46][CH2:47]1. Reactants: CO, CCOC(=O)Cn1c(=O)n(Cc2ccc(Cl)c(Cl)c2)c(=O)c2ccccc21, Cl, [Na+], [OH-]. The product is O=C(O)Cn1c(=O)n(Cc2ccc(Cl)c(Cl)c2)c(=O)c2ccccc21. As a reaction SMILES: [CH3:31][OH:32].[Cl:1][c:2]1[cH:3][c:4]([CH2:5][n:6]2[c:7](=[O:23])[n:8]([CH2:17][C:18](=[O:19])[O:20][CH2:21][CH3:22])[c:9]3[cH:10][cH:11][cH:12][cH:13][c:14]3[c:15]2=[O:16])[cH:24][cH:25][c:26]1[Cl:27].[ClH:30].[Na+:29].[OH-:28]>>[Cl:1][c:2]1[cH:3][c:4]([CH2:5][n:6]2[c:7](=[O:23])[n:8]([CH2:17][C:18](=[O:19])[OH:20])[c:9]3[cH:10][cH:11][cH:12][cH:13][c:14]3[c:15]2=[O:16])[cH:24][cH:25][c:26]1[Cl:27]. The reactants are C1(=CC=CC=C1)S(=O)C(CNC(=O)C1=NC=CC=C1)C=1OC(=CC1)Br (pyridine-2-carboxylic acid [2-benzenesulfinyl-2-(5-bromofuran-2-yl)ethyl]amide), C(=O)([O-])[O-].[Na+].[Na+] (Na2CO3). The solvent is C1(=CC=CC=C1)C (toluene). Product: BrC1=CC=C(O1)/C=C/NC(=O)C1=NC=CC=C1 (Pyridine-2-carboxylic acid [(E)-2-(5-bromofuran-2-yl)vinyl]amide). RXN SMILES: C1(S([CH:9]([C:20]2[O:21][C:22]([Br:25])=[CH:23][CH:24]=2)[CH2:10][NH:11][C:12]([C:14]2[CH:19]=[CH:18][CH:17]=[CH:16][N:15]=2)=[O:13])=O)C=CC=CC=1.C([O-])([O-])=O.[Na+].[Na+]>C1(C)C=CC=CC=1>[Br:25][C:22]1[O:21][C:20](/[CH:9]=[CH:10]/[NH:11][C:12]([C:14]2[CH:19]=[CH:18][CH:17]=[CH:16][N:15]=2)=[O:13])=[CH:24][CH:23]=1 |f:1.2.3|. Reported procedure: The mixture of pyridine-2-carboxylic acid [2-benzenesulfinyl-2-(5-bromofuran-2-yl)ethyl]amide (0.11 g, 0.2623 mmol) and Na2CO3 (0.03 g, 0.2623 mmol) in toluene was refluxed in nitrogen atmosphere for 2 h. The toluene solution was washed with 1 M NaOH (25 ml), dried with Na2SO4 and evaporated. The crude product was purified by flash chromatography using heptane-EtOAc as a gradient eluent (90:10-80:20). The E isomer was used in the next step. Run in C(C)N(CC)CC (triethylamine). Reagents/catalysts: [Ag] (silver). The product is C1(CC1)COC(=O)SC1C(C(N1C(C(=O)OCC(Cl)(Cl)Cl)=C(C)OC(=O)OCC1CC1)=O)NC(COC1=CC=CC=C1)=O (2,2,2-trichloroethyl α-[4-cyclopropylmethoxycarbonylthio-3-phenoxyacetamido-2-oxoazetidin-1-yl]-α-(1-cyclopropylmethoxycarbonyloxyethylidene)acetate). Conditions: time 1 hour. Isolated yield 66.5%. Starting materials: SC1C(C(N1C(C(=O)OCC(Cl)(Cl)Cl)=C(C)O)=O)NC(COC1=CC=CC=C1)=O (2,2,2-trichloroethyl α-[4-mercapto-3-phenoxyacetamido-2-oxoazetidin-1-yl]-α-(1-hydroxyethylidene)acetate), ClC(=O)OCC1CC1 (cyclopropylmethyl chloroformate), ice water. Procedure details: To a solution of silver salt of 2,2,2-trichloroethyl α-[4-mercapto-3-phenoxyacetamido-2-oxoazetidin-1-yl]-α-(1-hydroxyethylidene)acetate (695 mg) in hexamethyl phoshorotriamide (8 ml) is added a mixture of cyclopropylmethyl chloroformate (480 mg) and triethylamine (180 mg), and the mixture is stirred for 1 hour. The reaction mixture is poured into ice water, and is extracted with benzene. The extract solution is washed with water, dried, and evaporated in leave residue. Purification of the resid... As a reaction SMILES: [SH:1][CH:2]1[N:5]([C:6](=[C:15]([OH:17])[CH3:16])[C:7]([O:9][CH2:10][C:11]([Cl:14])([Cl:13])[Cl:12])=[O:8])[C:4](=[O:18])[CH:3]1[NH:19][C:20](=[O:29])[CH2:21][O:22][C:23]1[CH:28]=[CH:27][CH:26]=[CH:25][CH:24]=1.Cl[C:31]([O:33][CH2:34][CH:35]1[CH2:37][CH2:36]1)=[O:32]>[Ag].C(N(CC)CC)C>[CH:35]1([CH2:34][O:33][C:31]([S:1][CH:2]2[N:5]([C:6](=[C:15]([O:17][C:31]([O:33][CH2:34][CH:35]3[CH2:37][CH2:36]3)=[O:32])[CH3:16])[C:7]([O:9][CH2:10][C:11]([Cl:14])([Cl:12])[Cl:13])=[O:8])[C:4](=[O:18])[CH:3]2[NH:19][C:20](=[O:29])[CH2:21][O:22][C:23]2[CH:24]=[CH:25][CH:26]=[CH:27][CH:28]=2)=[O:32])[CH2:37][CH2:36]1.